Dataset: the Open Reaction Database (ORD), a public repository of structured organic reaction records. Task: describe an organic reaction: reactants, conditions, products, and yield Reactants: C1CCOC1, CO, O=C(Cl)C1CC1, Nc1cccc2c1C(=O)N(C1CCC(=O)NC1=O)C2=O. Yields the product O=C1CCC(N2C(=O)c3cccc(NC(=O)C4CC4)c3C2=O)C(=O)N1. As a reaction SMILES: [CH2:29]1[O:30][CH2:31][CH2:32][CH2:33]1.[CH3:27][OH:28].[CH:21]1([C:24](=[O:25])[Cl:26])[CH2:22][CH2:23]1.[NH2:1][c:2]1[c:3]2[c:7]([cH:8][cH:9][cH:10]1)[C:6](=[O:11])[N:5]([CH:12]1[C:13](=[O:19])[NH:14][C:15](=[O:18])[CH2:16][CH2:17]1)[C:4]2=[O:20]>>[NH:1]([c:2]1[c:3]2[c:7]([cH:8][cH:9][cH:10]1)[C:6](=[O:11])[N:5]([CH:12]1[C:13](=[O:19])[NH:14][C:15](=[O:18])[CH2:16][CH2:17]1)[C:4]2=[O:20])[C:24]([CH:21]1[CH2:22][CH2:23]1)=[O:25]. The reactants are O=C1NC[C@@H]1NC(CC1=CC=CC=C1)=O ((S)-N-(2-oxo-3-azetidinyl)benzeneacetamide), P(=O)(N=C=O)(Cl)Cl (phosphorisocyanatidic dichloride), C(OC)COC (dimethoxyethane), C(Cl)Cl (CH2Cl2), CO (methanol). Run in N1=CC=CC=C1 (pyridine), C(C)N(CC)CC (triethylamine). Run at temperature 6 celsius, time 45 minute. The product is COP(=O)(OC)NC(=O)N1C([C@H](C1)NC(CC1=CC=CC=C1)=O)=O ((S)-N-[1-[[(Dimethoxyphosphinyl)amino]carbonyl]-2-oxo-3-azetidinyl]benzeneacetamide). Reaction SMILES: [O:1]=[C:2]1[C@@H:5]([NH:6][C:7](=[O:15])[CH2:8][C:9]2[CH:14]=[CH:13][CH:12]=[CH:11][CH:10]=2)[CH2:4][NH:3]1.[CH2:16](COC)[O:17]C.C(Cl)Cl.[P:25](Cl)(Cl)([N:27]=[C:28]=[O:29])=[O:26].[CH3:32][OH:33]>N1C=CC=CC=1.C(N(CC)CC)C>[CH3:32][O:33][P:25]([NH:27][C:28]([N:3]1[CH2:4][C@H:5]([NH:6][C:7](=[O:15])[CH2:8][C:9]2[CH:10]=[CH:11][CH:12]=[CH:13][CH:14]=2)[C:2]1=[O:1])=[O:29])([O:17][CH3:16])=[O:26]. Reported procedure: A mixture of 105.6 mg (0.518 mmol) of (S)-N-(2-oxo-3-azetidinyl)benzeneacetamide, produced as in Example I, 6 mL of dimethoxyethane, and 2 mL of CH2Cl2 was stirred and cooled to 6° C.; 0.084 mL (0.776 mmol) of phosphorisocyanatidic dichloride was added, and stirring continued at 6°. After 15 minutes complete solution resulted. After an additional 45 minutes at 6° C., the mixture was cooled to -15°, and a solution of 0.216 mL of triethylamine, 0.125 mL of pyridine, and 1.5 mL of methanol was adde... Starting materials: C(C)(=O)O[C@@H]1[C@H](O[C@H]([C@@H]([C@H]1OC(C)=O)OC(C)=O)C1=CC(=C(C=C1)C#N)CC1=CC=C(C=C1)OCCO[Si](C)(C)C(C)(C)C)COC(C)=O ((2R,3R,4R,5S,6S)-2-(acetoxymethyl)-6-(3-(4-(2-((tert-butyl dimethyl silyl)oxy)ethoxy)benzyl)-4-cyanophenyl)tetrahydro-2H-pyran-3,4,5-triyl triacetate), C(C)(=O)O (acetic acid), O (water), C([O-])(O)=O.[Na+] (sodium bicarbonate). The solvent is C(C)(=O)OCC (ethyl acetate). Run at time 8 hour. Product: C(C)(=O)O[C@@H]1[C@H](O[C@H]([C@@H]([C@H]1OC(C)=O)OC(C)=O)C1=CC(=C(C=C1)C#N)CC1=CC=C(C=C1)OCCO)COC(C)=O ((2R,3R,4R,5S,6S)-2-(acetoxymethyl)-6-(4-cyano-3-(4-(2-hydroxy ethoxy)benzyl)phenyl)tetrahydro-2H-pyran-3,4,5-triyl triacetate). Yield: 96.0%. Reaction SMILES: [C:1]([O:4][C@H:5]1[C@H:10]([O:11][C:12](=[O:14])[CH3:13])[C@@H:9]([O:15][C:16](=[O:18])[CH3:17])[C@H:8]([C:19]2[CH:24]=[CH:23][C:22]([C:25]#[N:26])=[C:21]([CH2:27][C:28]3[CH:33]=[CH:32][C:31]([O:34][CH2:35][CH2:36][O:37][Si](C(C)(C)C)(C)C)=[CH:30][CH:29]=3)[CH:20]=2)[O:7][C@@H:6]1[CH2:45][O:46][C:47](=[O:49])[CH3:48])(=[O:3])[CH3:2].C(O)(=O)C.O.C(=O)(O)[O-].[Na+]>C(OCC)(=O)C>[C:1]([O:4][C@H:5]1[C@H:10]([O:11][C:12](=[O:14])[CH3:13])[C@@H:9]([O:15][C:16](=[O:18])[CH3:17])[C@H:8]([C:19]2[CH:24]=[CH:23][C:22]([C:25]#[N:26])=[C:21]([CH2:27][C:28]3[CH:29]=[CH:30][C:31]([O:34][CH2:35][CH2:36][OH:37])=[CH:32][CH:33]=3)[CH:20]=2)[O:7][C@@H:6]1[CH2:45][O:46][C:47](=[O:49])[CH3:48])(=[O:3])[CH3:2] |f:3.4|. Reported procedure: To a solution of (2R,3R,4R,5S,6S)-2-(acetoxymethyl)-6-(3-(4-(2-((tert-butyl dimethyl silyl)oxy)ethoxy)benzyl)-4-cyanophenyl)tetrahydro-2H-pyran-3,4,5-triyl triacetate (180.0 mg, 0.25 mmol), was added acetic acid (1.5 mL) and water (0.5 mL) and the reaction mixture was stirred overnight at r.t. After the completion of the reaction as confirmed by TLC, the reaction mixture was diluted with ethyl acetate (50 mL) followed by neutralization with sodium bicarbonate solution till effervescence ceased. ... Starting materials: NC1=NC=CC(=C1)C (2-amino-4-picoline), [BH3-]C#N.[Na+] (NaBH3CN), C=O (formaldehyde), C(C)(=O)O (acetic acid), resultant solution. Run in C(C)#N (acetonitrile), O (water). Product: CN(C1=NC=CC(=C1)C)C (2-dimethylamino-4-methylpyridine), 1a. As a reaction SMILES: N[C:2]1[CH:7]=[C:6]([CH3:8])[CH:5]=[CH:4][N:3]=1.[BH3-][C:10]#[N:11].[Na+].C=O.[C:15](O)(=O)C>C(#N)C.O>[CH3:15][N:11]([CH3:10])[C:2]1[CH:7]=[C:6]([CH3:8])[CH:5]=[CH:4][N:3]=1 |f:1.2|. Procedure details: To a mixture of 2-amino-4-picoline (33 g), NaBH3CN (57 g), formaldehyde (37% aq. solution, 240 mL) in acetonitrile (1 L) and water (200 mL) was added dropwise acetic acid (60 mL) at 0° C. in 2 hr. The resultant solution was stirred at RT for 7 days and then concentrated in vacuo. The residue was basified with solid NaOH to pH 10 and extracted with hexanes (3×700 mL). The combined extract was washed with 1N aq. NaOH and brine, dried over Na2SO4 and evaporated in vacuo to give 2-dimethylamino-4-me... Starting materials: C(C)OC1=C(COC=2C=CC3=C(C=C(CCS3(=O)=O)C(=O)OC)C2)C=CC=C1 (methyl 7-[(2-ethoxybenzyl)oxy]-1,1-dioxo-2,3-dihydro-1-benzothiepine-4-carboxylate), C([O-])([O-])=O.[K+].[K+] (potassium carbonate), Cl (hydrochloric acid). Solvent: C1CCOC1.CO (THF methanol). Reaction conditions: temperature 60 celsius, time 20 hour. The product is C(C)OC1=C(COC=2C=CC3=C(C=C(CCS3(=O)=O)C(=O)O)C2)C=CC=C1 (7-[(2-ethoxybenzyl)oxy]-1,1-dioxo-2,3-dihydro-1-benzothiepine-4-carboxylic acid). The yield is 73.5%. As a reaction SMILES: [CH2:1]([O:3][C:4]1[CH:28]=[CH:27][CH:26]=[CH:25][C:5]=1[CH2:6][O:7][C:8]1[CH:9]=[CH:10][C:11]2[S:17](=[O:19])(=[O:18])[CH2:16][CH2:15][C:14]([C:20]([O:22]C)=[O:21])=[CH:13][C:12]=2[CH:24]=1)[CH3:2].C(=O)([O-])[O-].[K+].[K+].Cl>C1COCC1.CO>[CH2:1]([O:3][C:4]1[CH:28]=[CH:27][CH:26]=[CH:25][C:5]=1[CH2:6][O:7][C:8]1[CH:9]=[CH:10][C:11]2[S:17](=[O:19])(=[O:18])[CH2:16][CH2:15][C:14]([C:20]([OH:22])=[O:21])=[CH:13][C:12]=2[CH:24]=1)[CH3:2] |f:1.2.3,5.6|. Reported procedure: Into a solution of methyl 7-[(2-ethoxybenzyl)oxy]-1,1-dioxo-2,3-dihydro-1-benzothiepine-4-carboxylate (220 mg) in THF-methanol (5-2.5 ml) was added at room temperature an aqueous solution (1.0 ml) of potassium carbonate (151 mg), and the resulting mixture was stirred at 60° C. for 20 hours. After cooling to room temperature, the reaction mixture was mixed with 1 N hydrochloric acid (10 ml) and was extracted with ethyl acetate. The organic layer was washed with an aqueous saturated solution of so... The reactants are CCOC(=O)C1CN(C)CCN1S(=O)(=O)c1ccc(F)cc1, C1CCOC1, CO, Cl, [Na+], [OH-]. Product: CN1CCN(S(=O)(=O)c2ccc(F)cc2)C(C(=O)O)C1. As a reaction SMILES: [CH2:1]([CH3:2])[O:3][C:4](=[O:5])[CH:6]1[N:7]([S:13](=[O:14])(=[O:15])[c:16]2[cH:17][cH:18][c:19]([F:22])[cH:20][cH:21]2)[CH2:8][CH2:9][N:10]([CH3:12])[CH2:11]1.[CH2:28]1[O:29][CH2:30][CH2:31][CH2:32]1.[CH3:26][OH:27].[ClH:25].[Na+:24].[OH-:23]>>[O:3]=[C:4]([OH:5])[CH:6]1[N:7]([S:13](=[O:14])(=[O:15])[c:16]2[cH:17][cH:18][c:19]([F:22])[cH:20][cH:21]2)[CH2:8][CH2:9][N:10]([CH3:12])[CH2:11]1. Starting materials: CCc1cc(C(F)(F)F)n[nH]1, CC#N, O=C1CCC(=O)N1Cl. Product: CCc1[nH]nc(C(F)(F)F)c1Cl. As a reaction SMILES: [CH2:1]([CH3:2])[c:3]1[cH:4][c:5]([C:8]([F:9])([F:10])[F:11])[n:6][nH:7]1.[CH3:20][C:21]#[N:22].[Cl:12][N:13]1[C:14](=[O:15])[CH2:16][CH2:17][C:18]1=[O:19]>>[CH2:1]([CH3:2])[c:3]1[c:4]([Cl:12])[c:5]([C:8]([F:9])([F:10])[F:11])[n:6][nH:7]1.